From a dataset of the Open Reaction Database (ORD), a public repository of structured organic reaction records. describe an organic reaction: reactants, conditions, products, and yield The reactants are CC(C)(C)OC(=O)N1CCOC(COC(=O)N2CCN(c3ccc(F)cc3F)CC2)C1, ClCCl, O=C(O)C(F)(F)F, [K+], [K+], O=C([O-])[O-], O. Product: O=C(OCC1CNCCO1)N1CCN(c2ccc(F)cc2F)CC1. As a reaction SMILES: [C:1]([O:2][C:3](=[O:4])[N:8]1[CH2:9][CH:10]([CH2:14][O:15][C:16](=[O:17])[N:18]2[CH2:19][CH2:20][N:21]([c:24]3[c:25]([F:31])[cH:26][c:27]([F:30])[cH:28][cH:29]3)[CH2:22][CH2:23]2)[O:11][CH2:12][CH2:13]1)([CH3:5])([CH3:6])[CH3:7].[Cl:46][CH2:47][Cl:48].[F:32][C:33]([F:34])([F:35])[C:36]([OH:37])=[O:38].[K+:39].[K+:40].[O-:41][C:42]([O-:43])=[O:44].[OH2:45]>>[NH:8]1[CH2:9][CH:10]([CH2:14][O:15][C:16](=[O:17])[N:18]2[CH2:19][CH2:20][N:21]([c:24]3[c:25]([F:31])[cH:26][c:27]([F:30])[cH:28][cH:29]3)[CH2:22][CH2:23]2)[O:11][CH2:12][CH2:13]1. Starting materials: FC(C(=O)O)(F)F (Trifluoroacetic acid), C(C)(C)(C)OC(=O)CN1C(C(CN(C2=C1C=CC=C2)C2=CC=CC=C2)NC(=O)NC2=CC(=CC=C2)C(=O)NS(=O)(=O)C)=O (1-(1-tert-butoxycarbonylmethyl-2-oxo-5-phenyl-1,3,4,5-tetrahydro-2H-1,5-benzodiazepin-3-yl)-3-(3-methylsulfonylaminocarbonylphenyl)urea), C(Cl)Cl (Methylene chloride), C([O-])(O)=O.[Na+] (sodium bicarbonate). The solvent is ClCCCl (1,2-dichloroethane). The product is CS(=O)(=O)NC(=O)C=1C=C(C=CC1)NC(NC1CN(C2=C(N(C1=O)CC(=O)O)C=CC=C2)C2=CC=CC=C2)=O (3-[3-(3-methylsulfonylaminocarbonylphenyl)ureido]-2-oxo-5-phenyl-1,3,4,5-tetrahydro-2H-1,5-benzodiazepin-1-yl acetic acid). The yield is 62.2%. RXN SMILES: FC(F)(F)C(O)=O.C([O:12][C:13]([CH2:15][N:16]1[C:22]2[CH:23]=[CH:24][CH:25]=[CH:26][C:21]=2[N:20]([C:27]2[CH:32]=[CH:31][CH:30]=[CH:29][CH:28]=2)[CH2:19][CH:18]([NH:33][C:34]([NH:36][C:37]2[CH:42]=[CH:41][CH:40]=[C:39]([C:43]([NH:45][S:46]([CH3:49])(=[O:48])=[O:47])=[O:44])[CH:38]=2)=[O:35])[C:17]1=[O:50])=[O:14])(C)(C)C.C(Cl)Cl.C(=O)(O)[O-].[Na+]>ClCCCl>[CH3:49][S:46]([NH:45][C:43]([C:39]1[CH:38]=[C:37]([NH:36][C:34](=[O:35])[NH:33][CH:18]2[C:17](=[O:50])[N:16]([CH2:15][C:13]([OH:14])=[O:12])[C:22]3[CH:23]=[CH:24][CH:25]=[CH:26][C:21]=3[N:20]([C:27]3[CH:32]=[CH:31][CH:30]=[CH:29][CH:28]=3)[CH2:19]2)[CH:42]=[CH:41][CH:40]=1)=[O:44])(=[O:47])=[O:48] |f:3.4|. Procedure: Trifluoroacetic acid (0.32 ml) was added to a solution of 1-(1-tert-butoxycarbonylmethyl-2-oxo-5-phenyl-1,3,4,5-tetrahydro-2H-1,5-benzodiazepin-3-yl)-3-(3-methylsulfonylaminocarbonylphenyl)urea (400 mg) obtained from example 16 in anhydrous 1,2-dichloroethane (10 ml), the mixture was refluxed for 5 hours. Methylene chloride (30 ml) and saturated aqueous sodium bicarbonate were added to the reaction mixture and separated into organic layer and aqueous layer, the aqueous layer was adjusted to pH 2... Starting materials: N#Cc1ccc(OCCN2CC3CN(CCNS(=O)(=O)c4ccc(F)cc4F)CC(C2)O3)c(F)c1, CCCCP(=CC#N)(CCCC)CCCC, C1CCOC1, CO. Product: CN(CCN1CC2CN(CCOc3ccc(C#N)cc3F)CC(C1)O2)S(=O)(=O)c1ccc(F)cc1F. RXN SMILES: [C:17](#[N:18])[c:19]1[cH:20][c:21]([F:51])[c:22]([O:23][CH2:24][CH2:25][N:26]2[CH2:27][CH:28]3[CH2:29][N:30]([CH2:35][CH2:36][NH:37][S:38](=[O:39])(=[O:40])[c:41]4[c:42]([F:48])[cH:43][c:44]([F:47])[cH:45][cH:46]4)[CH2:31][CH:32]([CH2:33]2)[O:34]3)[cH:49][cH:50]1.[C:1]([CH:2]=[P:3]([CH2:4][CH2:5][CH2:6][CH3:7])([CH2:8][CH2:9][CH2:10][CH3:11])[CH2:12][CH2:13][CH2:14][CH3:15])#[N:16].[CH2:52]1[O:53][CH2:54][CH2:55][CH2:56]1.[CH3:57][OH:58]>>[CH3:1][N:37]([CH2:36][CH2:35][N:30]1[CH2:29][CH:28]2[CH2:27][N:26]([CH2:25][CH2:24][O:23][c:22]3[c:21]([F:51])[cH:20][c:19]([C:17]#[N:18])[cH:50][cH:49]3)[CH2:33][CH:32]([CH2:31]1)[O:34]2)[S:38](=[O:39])(=[O:40])[c:41]1[c:42]([F:48])[cH:43][c:44]([F:47])[cH:45][cH:46]1. Reactants: CON1CCC(Br)C1=O, C1CCOC1, c1ccc(P(c2ccccc2)c2ccccc2)cc1. The product is [Br-], CON1CCC([P+](c2ccccc2)(c2ccccc2)c2ccccc2)C1=O. RXN SMILES: [CH3:1][O:2][N:3]1[C:4](=[O:9])[CH:5]([Br:8])[CH2:6][CH2:7]1.[O:29]1[CH2:30][CH2:31][CH2:32][CH2:33]1.[c:10]1([P:16]([c:17]2[cH:18][cH:19][cH:20][cH:21][cH:22]2)[c:23]2[cH:24][cH:25][cH:26][cH:27][cH:28]2)[cH:11][cH:12][cH:13][cH:14][cH:15]1>>[Br-:8].[CH3:1][O:2][N:3]1[C:4](=[O:9])[CH:5]([P+:16]([c:10]2[cH:11][cH:12][cH:13][cH:14][cH:15]2)([c:17]2[cH:18][cH:19][cH:20][cH:21][cH:22]2)[c:23]2[cH:24][cH:25][cH:26][cH:27][cH:28]2)[CH2:6][CH2:7]1. The reactants are ClC=1C(=CC2=C(N(C(=N2)OCC(=O)O)COCC[Si](C)(C)C)C1)C#CC1=CC=CC=C1 ([6-Chloro-5-phenylethynyl-1-(2-trimethylsilanyl-ethoxymethyl)-1H-benzoimidazol-2-yloxy]-acetic acid), ClC=1C(=CC2=C(N(C(=N2)OCC(=O)O)COCC[Si](C)(C)C)C1)C#CC1=CC=CC=C1 ([6-Chloro-5-phenylethynyl-1-(2-trimethylsilanyl-ethoxymethyl)-1H-benzoimidazol-2-yloxy]-acetic acid). Solvent: C(=O)(C(F)(F)F)O.O (TFA water), CS(=O)C (DMSO). Run at temperature 65 celsius, time 10 minute. Product: ClC=1C(=CC2=C(NC(=N2)OCC(=O)O)C1)C#CC1=CC=CC=C1 ((6-Chloro-5-phenylethynyl-1H-benzoimidazol-2-yloxy)-acetic acid). As a reaction SMILES: [Cl:1][C:2]1[C:3]([C:24]#[C:25][C:26]2[CH:31]=[CH:30][CH:29]=[CH:28][CH:27]=2)=[CH:4][C:5]2[N:9]=[C:8]([O:10][CH2:11][C:12]([OH:14])=[O:13])[N:7](COCC[Si](C)(C)C)[C:6]=2[CH:23]=1>C(O)(C(F)(F)F)=O.O.CS(C)=O>[Cl:1][C:2]1[C:3]([C:24]#[C:25][C:26]2[CH:31]=[CH:30][CH:29]=[CH:28][CH:27]=2)=[CH:4][C:5]2[N:9]=[C:8]([O:10][CH2:11][C:12]([OH:14])=[O:13])[NH:7][C:6]=2[CH:23]=1 |f:1.2|. Reported procedure: In a 4 mL vial, [6-chloro-5-phenylethynyl-1-(2-trimethylsilanyl-ethoxymethyl)-1H-benzoimidazol-2-yloxy]-acetic acid (compound 48-2, 79.0 mg, 0.173 mmol) was dissolved in 9:1 TFA/water (3 mL) and stirred at 65° C. for 10 min. The solution was then evaporated to dryness in vacuo to give brownish oil, which was dissolved in DMSO (1 mL), filtered and purified by reverse-phase HPLC to give the title compound as a yellowish solid. LR-MS (API-ES): calculated for C17H11ClN2O3 326.1, observed m/e 327.1 (... Starting materials: C1CCOC1, CN1C(=O)CC(=O)N(C)C1=O, C=CCOC(=O)N=c1sc(C2CCN(C(=O)CCS(=O)(=O)c3ccc4cc(Cl)ccc4c3)CC2)cn1C, c1ccc(P(c2ccccc2)(c2ccccc2)[Pd](P(c2ccccc2)(c2ccccc2)c2ccccc2)(P(c2ccccc2)(c2ccccc2)c2ccccc2)P(c2ccccc2)(c2ccccc2)c2ccccc2)cc1. Product: Cn1cc(C2CCN(C(=O)CCS(=O)(=O)c3ccc4cc(Cl)ccc4c3)CC2)sc1=N. RXN SMILES: [CH2:49]1[O:50][CH2:51][CH2:52][CH2:53]1.[CH3:38][N:39]1[C:40](=[O:41])[CH2:42][C:43](=[O:44])[N:45]([CH3:46])[C:47]1=[O:48].[Cl:1][c:2]1[cH:3][c:4]2[cH:5][cH:6][c:7]([S:12](=[O:13])(=[O:14])[CH2:15][CH2:16][C:17](=[O:18])[N:19]3[CH2:20][CH2:21][CH:22]([c:25]4[cH:26][n:27]([CH3:37])[c:28](=[N:30][C:31](=[O:32])[O:33][CH2:34][CH:35]=[CH2:36])[s:29]4)[CH2:23][CH2:24]3)[cH:8][c:9]2[cH:10][cH:11]1.[cH:54]1[cH:55][cH:56][c:57]([P:58]([Pd:59]([P:60]([c:61]2[cH:62][cH:63][cH:64][cH:65][cH:66]2)([c:67]2[cH:68][cH:69][cH:70][cH:71][cH:72]2)[c:73]2[cH:74][cH:75][cH:76][cH:77][cH:78]2)([P:79]([c:80]2[cH:81][cH:82][cH:83][cH:84][cH:85]2)([c:86]2[cH:87][cH:88][cH:89][cH:90][cH:91]2)[c:92]2[cH:93][cH:94][cH:95][cH:96][cH:97]2)[P:98]([c:99]2[cH:100][cH:101][cH:102][cH:103][cH:104]2)([c:105]2[cH:106][cH:107][cH:108][cH:109][cH:110]2)[c:111]2[cH:112][cH:113][cH:114][cH:115][cH:116]2)([c:117]2[cH:118][cH:119][cH:120][cH:121][cH:122]2)[c:123]2[cH:124][cH:125][cH:126][cH:127][cH:128]2)[cH:129][cH:130]1>>[Cl:1][c:2]1[cH:3][c:4]2[cH:5][cH:6][c:7]([S:12](=[O:13])(=[O:14])[CH2:15][CH2:16][C:17](=[O:18])[N:19]3[CH2:20][CH2:21][CH:22]([c:25]4[cH:26][n:27]([CH3:37])[c:28](=[NH:30])[s:29]4)[CH2:23][CH2:24]3)[cH:8][c:9]2[cH:10][cH:11]1.